From a dataset of the Open Reaction Database (ORD), a public repository of structured organic reaction records. describe an organic reaction: reactants, conditions, products, and yield The reactants are Cl, COc1nc2c(N)nc(OCCCO)nc2n1Cc1ccccc1, N. Product: Nc1nc(OCCCO)nc2c1nc(O)n2Cc1ccccc1. As a reaction SMILES: [ClH:26].[NH2:1][c:2]1[c:3]2[n:4][c:5]([O:23][CH3:24])[n:6]([CH2:16][c:17]3[cH:18][cH:19][cH:20][cH:21][cH:22]3)[c:7]2[n:8][c:9]([O:11][CH2:12][CH2:13][CH2:14][OH:15])[n:10]1.[NH3:25]>>[NH2:1][c:2]1[c:3]2[n:4][c:5]([OH:23])[n:6]([CH2:16][c:17]3[cH:18][cH:19][cH:20][cH:21][cH:22]3)[c:7]2[n:8][c:9]([O:11][CH2:12][CH2:13][CH2:14][OH:15])[n:10]1. Reactants: ClC1=NC=C(C(=N1)C1=CC2=C(S1)C(=CC=C2)C2=CC(=NC=C2C)F)F (2-chloro-5-fluoro-4-[7-(2-fluoro-5-methyl-pyridin-4-yl)-benzo[b]thiophen-2-yl]-pyrimidine), N1(N=NC=C1)CCN (2-[1,2,3]triazol-1-yl-ethylamine). Run in O1CCOCC1.CN1CCCC1=O (dioxane NMP), O1CCOCC1 (dioxane), C(Cl)(Cl)Cl.C(C)(C)O (chloroform isopropyl alcohol), C(CCC)O (n-butanol), CN1CCCC1=O (NMP). Reaction conditions: temperature 135 celsius. Product: N1(N=NC=C1)CCNC1=NC=C(C(=N1)C1=CC2=C(S1)C(=CC=C2)C2=CC(=NC=C2C)F)F (N-(2-(1H-1,2,3-Triazol-1-yl)ethyl)-5-fluoro-4-(7-(2-fluoro-5-methylpyridin-4-yl)benzo[b]thiophen-2-yl)pyrimidin-2-amine). Yield: 57.7%. RXN SMILES: Cl[C:2]1[N:7]=[C:6]([C:8]2[S:12][C:11]3[C:13]([C:17]4[C:22]([CH3:23])=[CH:21][N:20]=[C:19]([F:24])[CH:18]=4)=[CH:14][CH:15]=[CH:16][C:10]=3[CH:9]=2)[C:5]([F:25])=[CH:4][N:3]=1.[N:26]1([CH2:31][CH2:32][NH2:33])[CH:30]=[CH:29][N:28]=[N:27]1>C(O)CCC.O1CCOCC1.O1CCOCC1.CN1C(=O)CCC1.CN1C(=O)CCC1.C(Cl)(Cl)Cl.C(O)(C)C>[N:26]1([CH2:31][CH2:32][NH:33][C:2]2[N:7]=[C:6]([C:8]3[S:12][C:11]4[C:13]([C:17]5[C:22]([CH3:23])=[CH:21][N:20]=[C:19]([F:24])[CH:18]=5)=[CH:14][CH:15]=[CH:16][C:10]=4[CH:9]=3)[C:5]([F:25])=[CH:4][N:3]=2)[CH:30]=[CH:29][N:28]=[N:27]1 |f:4.5,7.8|. Procedure: Combine 2-chloro-5-fluoro-4-[7-(2-fluoro-5-methyl-pyridin-4-yl)-benzo[b]thiophen-2-yl]-pyrimidine (200 mg, 0.54 mmol) and 2-[1,2,3]triazol-1-yl-ethylamine (120 mg, 21.1 mmol) in n-butanol (2 mL), alternative dioxane, dioxane-NMP (N-methylpyrrolidinone), NMP alone as solvent] in a pressure vessel. Heat the mixture in an oil bath at 120-150° C. overnight (or in microwave reactor for 10-60 min). Dilute the mixture with chloroform/IPA (3/1). Wash the solution with saturated aqueous sodium chloride, ... The reactants are C(CCC)N (nBuNH2), ClC=1N=CC2=C(N1)C=CN2 (2-chloro-5H-pyrrolo[3,2-d]pyrimidine), Cl (HCl). Run in CC(C)O (iPrOH). Run at temperature 170 celsius. The product is C(CCC)NC=1N=CC2=C(N1)C=CN2 (N-Butyl-5H-pyrrolo[3,2-d]pyrimidin-2-amine). Isolated yield 95.9%. RXN SMILES: Cl[C:2]1[N:3]=[CH:4][C:5]2[NH:10][CH:9]=[CH:8][C:6]=2[N:7]=1.[CH2:11]([NH2:15])[CH2:12][CH2:13][CH3:14].Cl>CC(O)C>[CH2:11]([NH:15][C:2]1[N:3]=[CH:4][C:5]2[NH:10][CH:9]=[CH:8][C:6]=2[N:7]=1)[CH2:12][CH2:13][CH3:14]. Reported procedure: A suspension of 2-chloro-5H-pyrrolo[3,2-d]pyrimidine (0.62 g, 4 mmol) in 5 mL iPrOH was added nBuNH2 (2.5 mL, 25.3 mmol) and followed by HCl (2.0 mL, 4.0 M in dioxanes, 8 mmol). The resulting solution was heated at 170° C. for 1 h under microwave irradiation. The reaction was monitored by LC-MS. The reaction time should be extended whenever it is necessary. After evaporation of solvents, the crude product was washed with minimal amount of MeOH. The solid was collected. And the MeOH filtrate was ... Reactants: C(C)NC1=C(C=CC(=C1)OC)[C@H]1CC=2C=CC(=CC2CC1)OC(C(C)(C)C)=O (pivalic acid (R)-6-(2-ethylamino-4-methoxyphenyl)-5,6,7,8-tetrahydronaphthalen-2-yl ester), FC=1C=C(C=O)C=CC1OC1CCN(CC1)C (3-fluoro-4-(1-methylpiperidin-4-yloxy)benzaldehyde). The product is C(C)N(C1=C(C=CC(=C1)OC)[C@H]1CC=2C=CC(=CC2CC1)O)CC1=CC(=C(C=C1)OC1CCN(CC1)C)F ((R)-6-{2-{Ethyl[3-fluoro-4-(1-methylpiperidin-4-yloxy)benzyl]amino}-4-methoxyphenyl}-5,6,7,8-tetrahydronaphthalen-2-ol). The yield is 28.3%. As a reaction SMILES: [CH2:1]([NH:3][C:4]1[CH:9]=[C:8]([O:10][CH3:11])[CH:7]=[CH:6][C:5]=1[C@@H:12]1[CH2:21][CH2:20][C:19]2[CH:18]=[C:17]([O:22]C(=O)C(C)(C)C)[CH:16]=[CH:15][C:14]=2[CH2:13]1)[CH3:2].[F:29][C:30]1[CH:31]=[C:32]([CH:35]=[CH:36][C:37]=1[O:38][CH:39]1[CH2:44][CH2:43][N:42]([CH3:45])[CH2:41][CH2:40]1)[CH:33]=O>>[CH2:1]([N:3]([CH2:33][C:32]1[CH:35]=[CH:36][C:37]([O:38][CH:39]2[CH2:44][CH2:43][N:42]([CH3:45])[CH2:41][CH2:40]2)=[C:30]([F:29])[CH:31]=1)[C:4]1[CH:9]=[C:8]([O:10][CH3:11])[CH:7]=[CH:6][C:5]=1[C@@H:12]1[CH2:21][CH2:20][C:15]2[CH:16]=[C:17]([OH:22])[CH:18]=[CH:19][C:14]=2[CH2:13]1)[CH3:2]. Reported procedure: Synthesized from pivalic acid (R)-6-(2-ethylamino-4-methoxyphenyl)-5,6,7,8-tetrahydronaphthalen-2-yl ester (20 mg) and 3-fluoro-4-(1-methylpiperidin-4-yloxy)benzaldehyde (55 mg) according to an analogous synthetic method to Example 264 described below and purified by LC-MS, the title compound (7.7 mg) was obtained. The reactants are BrC1=CC=C(C=C1)C(=CCSC1=CC(=C(OCC(=O)O)C=C1)C)C1=CC=C(C=C1)Br ({4-[3,3-bis-(4-bromo-phenyl)-allylsulfanyl]-2-methyl-phenoxy}-acetic acid), C1(=CC=C(C=C1)B(O)O)C1=CC=CC=C1 (4-biphenylboronic acid), [F-].[K+] (KF). Reagents/catalysts: C=1C=CC(=CC1)/C=C/C(=O)/C=C/C2=CC=CC=C2.C=1C=CC(=CC1)/C=C/C(=O)/C=C/C2=CC=CC=C2.C=1C=CC(=CC1)/C=C/C(=O)/C=C/C2=CC=CC=C2.[Pd].[Pd] (Pd2(dba)3), CC(C)([P](C(C)(C)C)([Pd][P](C(C)(C)C)(C(C)(C)C)C(C)(C)C)C(C)(C)C)C (Pd(P(t-Bu)3)2). Conditions: temperature 70 celsius, time 8 hour. The product is BrC1=CC=C(C=C1)C(=CCSC1=CC(=C(OCC(=O)O)C=C1)C)C1=CC=C(C=C1)C1=CC=C(C=C1)C1=CC=CC=C1 ({4-[3-(4-Bromo-phenyl)-3-[1,1′; 4′,1″]terphenyl-4″-yl-allylsulfanyl]-2-methyl-phenoxy}-acetic acid). As a reaction SMILES: Br[C:2]1[CH:7]=[CH:6][C:5]([C:8]([C:24]2[CH:29]=[CH:28][C:27]([Br:30])=[CH:26][CH:25]=2)=[CH:9][CH2:10][S:11][C:12]2[CH:22]=[CH:21][C:15]([O:16][CH2:17][C:18]([OH:20])=[O:19])=[C:14]([CH3:23])[CH:13]=2)=[CH:4][CH:3]=1.[C:31]1([C:40]2[CH:45]=[CH:44][CH:43]=[CH:42][CH:41]=2)[CH:36]=[CH:35][C:34](B(O)O)=[CH:33][CH:32]=1.[F-].[K+]>C1C=CC(/C=C/C(/C=C/C2C=CC=CC=2)=O)=CC=1.C1C=CC(/C=C/C(/C=C/C2C=CC=CC=2)=O)=CC=1.C1C=CC(/C=C/C(/C=C/C2C=CC=CC=2)=O)=CC=1.[Pd].[Pd].CC(C)([P](C(C)(C)C)([Pd][P](C(C)(C)C)(C(C)(C)C)C(C)(C)C)C(C)(C)C)C>[Br:30][C:27]1[CH:28]=[CH:29][C:24]([C:8]([C:5]2[CH:4]=[CH:3][C:2]([C:43]3[CH:44]=[CH:45][C:40]([C:31]4[CH:36]=[CH:35][CH:34]=[CH:33][CH:32]=4)=[CH:41][CH:42]=3)=[CH:7][CH:6]=2)=[CH:9][CH2:10][S:11][C:12]2[CH:22]=[CH:21][C:15]([O:16][CH2:17][C:18]([OH:20])=[O:19])=[C:14]([CH3:23])[CH:13]=2)=[CH:25][CH:26]=1 |f:2.3,4.5.6.7.8,^1:106,112|. Procedure details: A mixture of {4-[3,3-bis-(4-bromo-phenyl)-allylsulfanyl]-2-methyl-phenoxy}-acetic acid (example 1) (225 mg, 0.410 mmol), 4-biphenylboronic acid (163 mg, 0.82 mmol), KF (79 mg, 1.35 mmol), Pd2(dba)3 (23 mg, 0.025 mmol) and Pd(P(t-Bu)3)2 (25 mg, 0.049 mmol) was evacuated for air and kept under nitrogen. THF (6 ml) was added and the reaction mixture was stirred at 70° C. overnight. A saturated aqueous NH4Cl (5 ml) solution was added, and the mixture was extracted with methylene chloride (2×20 ml). ... Starting materials: solution, B1C2CCCC1CCC2 (9-BBN), OO (hydrogen peroxide), C(CCC=C)C1CCC(CC1)C1CCC(CC1)CCC (4′-pent-4-enyl-4-propyl-bicyclohexyl), [OH-].[Na+] (sodium hydroxide). Run in C1CCOC1 (THF), C1CCOC1 (THF). Reaction conditions: temperature -20 celsius, time 8 hour. The product is C(CC)C1CCC(CC1)C1CCC(CC1)CCCCCO (5-(4′-propyl-bicyclohexyl-4-yl)-pentan-1-ol). As a reaction SMILES: [CH2:1]([CH:6]1[CH2:11][CH2:10][CH:9]([CH:12]2[CH2:17][CH2:16][CH:15]([CH2:18][CH2:19][CH3:20])[CH2:14][CH2:13]2)[CH2:8][CH2:7]1)[CH2:2][CH2:3][CH:4]=[CH2:5].B1C2CCCC1CCC2.[OH:30]O.[OH-].[Na+]>C1COCC1>[CH2:18]([CH:15]1[CH2:16][CH2:17][CH:12]([CH:9]2[CH2:10][CH2:11][CH:6]([CH2:1][CH2:2][CH2:3][CH2:4][CH2:5][OH:30])[CH2:7][CH2:8]2)[CH2:13][CH2:14]1)[CH2:19][CH3:20] |f:3.4|. Reported procedure: 4′-pent-4-enyl-4-propyl-bicyclohexyl [JP10046150] (9.9 g, 36 mmol) in THF (200 ml) are cooled to 0° C. and a 0.5 M solution of 9-BBN in THF (100 ml, 50 mmol) is added dropwise. The reaction is stirred overnight at room temp., cooled to −20° C. and 30% hydrogen peroxide (12 ml, 0.11 mol) are added followed by 32% aq. sodium hydroxide (7 ml, 76 mmol). The cooling bath is removed and the reaction is stirred overnight. Water is added and the mixture is extracted three times with ethyl acetate. The c...